Dataset: the Open Reaction Database (ORD), a public repository of structured organic reaction records. Task: describe an organic reaction: reactants, conditions, products, and yield Starting materials: FC1=C(C=C(C=C1)F)C1=NN(C(S1)(C1=CC=CC=C1)C)C(NN)=S (5-(2,5-difluorophenyl)-2-methyl-2-phenyl-1,3,4-thiadiazole-3(2H)-carbothiohydrazide), P-toluenesulfonic acid hydrate, 1, CC(C([O-])([O-])[O-])(C)C (trimethylorthoacetate). Run at temperature 80 celsius. Yields the product FC1=C(C=C(C=C1)F)C1=NN(C(S1)(C1=CC=CC=C1)C)C=1SC(=NN1)C (2-(5-(2,5-difluorophenyl)-2-methyl-2-phenyl-1,3,4-thiadiazol-3(2H)-yl)-5-methyl-1,3,4-thiadiazole). Yield: 70.4%. Reaction SMILES: [F:1][C:2]1[CH:7]=[CH:6][C:5]([F:8])=[CH:4][C:3]=1[C:9]1[S:13][C:12]([CH3:20])([C:14]2[CH:19]=[CH:18][CH:17]=[CH:16][CH:15]=2)[N:11]([C:21](=[S:24])[NH:22][NH2:23])[N:10]=1.[CH3:25][C:26](C)(C)C([O-])([O-])[O-]>>[F:1][C:2]1[CH:7]=[CH:6][C:5]([F:8])=[CH:4][C:3]=1[C:9]1[S:13][C:12]([CH3:20])([C:14]2[CH:19]=[CH:18][CH:17]=[CH:16][CH:15]=2)[N:11]([C:21]2[S:24][C:25]([CH3:26])=[N:23][N:22]=2)[N:10]=1. Procedure: 5-(2,5-difluorophenyl)-2-methyl-2-phenyl-1,3,4-thiadiazole-3(2H)-carbothiohydrazide (0.268 g, 0.735 mmol) was weighed into a 25 mL 1 neck flask, and suspended in 9.0 mL of trimethylorthoacetate (0.088 g, 0.74 mmol). P-toluenesulfonic acid hydrate (0.0028 g, 0.015 mmol) was then added, and the reaction heated to 80° C. for 1 hour. The reaction was then concentrated in vacuo, and then purified by flash column chromatography (20-50% ethyl acetate/hexanes) yielding 0.201 g, 70% of the desired produc... The reactants are ClC1=NC=2N([C@@H](C(N(C2C=N1)C)=O)CC)C(C)C ((R)-2-Chloro-7-ethyl-8-isopropyl-5-methyl-7,8-dihydropteridin-6(5H)-one), C1(=CC=CC=C1)C=1C=NC=CC1B1OC(C(O1)(C)C)(C)C (3-phenyl-4-(4,4,5,5-tetramethyl-1,3,2-dioxaborolan-2-yl)pyridine). The product is C(C)[C@@H]1C(N(C=2C=NC(=NC2N1C(C)C)C1=C(C=NC=C1)C1=CC=CC=C1)C)=O ((R)-7-ethyl-8-isopropyl-5-methyl-2-(3-phenylpyridin-4-yl)-7,8-dihydropteridin-6(5H)-one). As a reaction SMILES: Cl[C:2]1[N:11]=[CH:10][C:9]2[N:8]([CH3:12])[C:7](=[O:13])[C@@H:6]([CH2:14][CH3:15])[N:5]([CH:16]([CH3:18])[CH3:17])[C:4]=2[N:3]=1.[C:19]1([C:25]2[CH:26]=[N:27][CH:28]=[CH:29][C:30]=2B2OC(C)(C)C(C)(C)O2)[CH:24]=[CH:23][CH:22]=[CH:21][CH:20]=1>>[CH2:14]([C@H:6]1[N:5]([CH:16]([CH3:18])[CH3:17])[C:4]2[N:3]=[C:2]([C:30]3[CH:29]=[CH:28][N:27]=[CH:26][C:25]=3[C:19]3[CH:20]=[CH:21][CH:22]=[CH:23][CH:24]=3)[N:11]=[CH:10][C:9]=2[N:8]([CH3:12])[C:7]1=[O:13])[CH3:15]. Procedure details: The title compound was prepared similarly to the methods described in Example 5, with Intermediate C instead of Intermediate B and with 3-phenyl-4-(4,4,5,5-tetramethyl-1,3,2-dioxaborolan-2-yl)pyridine (Boronic Acid 2) instead of pyridin-4-ylboronic acid. LCMS: 388.2 m/z (M+H)+; ret. Time: 6.56 min (Analytical Method C). Starting materials: F[C@@]12[C@]3(C=CC(C=C3CC[C@H]1[C@@H]1C[C@H]([C@](C(CS)=O)([C@]1(C[C@@H]2O)C)O)C)=O)C (9-fluoro-11β,17-dihydroxy-16α-methylpregna-1,4-diene-3,20-dione-21-thiol), C(=O)N[C@@H](CCSC)C(=O)O (N-formyl-L-methionine). Product: F[C@@]12[C@]3(C=CC(C=C3CC[C@H]1[C@@H]1C[C@H]([C@](C(CSC(C(CCSC)NC=O)=O)=O)([C@]1(C[C@@H]2O)C)O)C)=O)C (9-Fluoro-21-[2-(formylamino)-4-methylthio-1-oxobutylthio]-11β,17-dihydroxy-16α-methylpregna-1,4-diene-3,20-dione). Yield: 24.5%. Reaction SMILES: [F:1][C@:2]12[C@@H:22]([OH:23])[CH2:21][C@@:20]3([CH3:24])[C@@H:12]([CH2:13][C@@H:14]([CH3:26])[C@:15]3([OH:25])[C:16](=[O:19])[CH2:17][SH:18])[C@@H:11]1[CH2:10][CH2:9][C:8]1[C@:3]2([CH3:28])[CH:4]=[CH:5][C:6](=[O:27])[CH:7]=1.[CH:29]([NH:31][C@H:32]([C:37](O)=[O:38])[CH2:33][CH2:34][S:35][CH3:36])=[O:30]>>[F:1][C@:2]12[C@@H:22]([OH:23])[CH2:21][C@@:20]3([CH3:24])[C@@H:12]([CH2:13][C@@H:14]([CH3:26])[C@:15]3([OH:25])[C:16](=[O:19])[CH2:17][S:18][C:37](=[O:38])[CH:32]([NH:31][CH:29]=[O:30])[CH2:33][CH2:34][S:35][CH3:36])[C@@H:11]1[CH2:10][CH2:9][C:8]1[C@:3]2([CH3:28])[CH:4]=[CH:5][C:6](=[O:27])[CH:7]=1. Procedure details: The title compound (0.34 gm) was prepared from 9-fluoro-11β,17-dihydroxy-16α-methylpregna-1,4-diene-3,20-dione-21-thiol (1.00 gm) and N-formyl-L-methionine (1.30 gm) in the same manner as in Synthetic Example 1. Reactants: CCO, CCCCCC, CCO, Cl, Nc1c(Cl)cc(C(O)CN(CCCCCCOCCc2ccccn2)Cc2ccccc2)cc1C(F)(F)F, O=[Pd]. Product: Nc1c(Cl)cc(C(O)CNCCCCCCOCCc2ccccn2)cc1C(F)(F)F. RXN SMILES: [CH2:48]([OH:49])[CH3:50].[CH3:39][CH2:40][CH2:41][CH2:42][CH2:43][CH3:44].[CH3:45][CH2:46][OH:47].[ClH:51].[NH2:1][c:2]1[c:3]([Cl:38])[cH:4][c:5]([CH:12]([OH:13])[CH2:14][N:15]([CH2:16][CH2:17][CH2:18][CH2:19][CH2:20][CH2:21][O:22][CH2:23][CH2:24][c:25]2[n:26][cH:27][cH:28][cH:29][cH:30]2)[CH2:31][c:32]2[cH:33][cH:34][cH:35][cH:36][cH:37]2)[cH:6][c:7]1[C:8]([F:9])([F:10])[F:11].[Pd:52]=[O:53]>>[NH2:1][c:2]1[c:3]([Cl:38])[cH:4][c:5]([CH:12]([OH:13])[CH2:14][NH:15][CH2:16][CH2:17][CH2:18][CH2:19][CH2:20][CH2:21][O:22][CH2:23][CH2:24][c:25]2[n:26][cH:27][cH:28][cH:29][cH:30]2)[cH:6][c:7]1[C:8]([F:9])([F:10])[F:11]. Procedure details: {1-[4-(Phenylacetylamino-methyl)-benzenesulfonyl]-piperidin-4-yl}-carbamic acid tert-butyl ester (0.15 g, 0.31 mmol) was suspended in a 4M solution of HCl in Dioxane (10 ml). The resulting suspension was stirred at room temperature for 3 hours. After this time the solution was concentrated under vacuum and the resulting residue dissolved in THF (10 ml). To this solution was added diisopropylethylamine (0.25 ml, 1.54 mmol) was added in one portion, followed by the drop wise addition of acryloyl c... Reaction conditions: time 3 hour. Reaction SMILES: C([O:5][C:6](=O)[NH:7][CH:8]1[CH2:13][CH2:12][N:11]([S:14]([C:17]2[CH:22]=[CH:21][C:20]([CH2:23][NH:24][C:25](=[O:33])[CH2:26][C:27]3[CH:32]=[CH:31][CH:30]=[CH:29][CH:28]=3)=[CH:19][CH:18]=2)(=[O:16])=[O:15])[CH2:10][CH2:9]1)(C)(C)C.Cl.[CH:36](N(C(C)C)CC)(C)[CH3:37].C(Cl)(=O)C=C>O1CCOCC1.C(Cl)Cl>[C:27]1([CH2:26][C:25]([NH:24][CH2:23][C:20]2[CH:19]=[CH:18][C:17]([S:14]([N:11]3[CH2:10][CH2:9][CH:8]([NH:7][C:6](=[O:5])[CH:36]=[CH2:37])[CH2:13][CH2:12]3)(=[O:15])=[O:16])=[CH:22][CH:21]=2)=[O:33])[CH:32]=[CH:31][CH:30]=[CH:29][CH:28]=1. The solvent is C(Cl)Cl (DCM), O1CCOCC1 (Dioxane). Reactants: C(C=C)(=O)Cl (acryloyl chloride), C(C)(C)(C)OC(NC1CCN(CC1)S(=O)(=O)C1=CC=C(C=C1)CNC(CC1=CC=CC=C1)=O)=O ({1-[4-(Phenylacetylamino-methyl)-benzenesulfonyl]-piperidin-4-yl}-carbamic acid tert-butyl ester), C(C)(C)N(CC)C(C)C (diisopropylethylamine), solution, Cl (HCl). Isolated yield 18.3%. Product: C1(=CC=CC=C1)CC(=O)NCC1=CC=C(C=C1)S(=O)(=O)N1CCC(CC1)NC(C=C)=O (N-{1-[4-(Phenylacetylamino-methyl)-benzenesulfonyl]-piperidin-4-yl}-acrylamide). Reactants: NC=1C=C(C=CC1)C=1C2=C(N=CN1)NC=C2C(=O)OCC (ethyl 4-(3-aminophenyl)-7H-pyrrolo[2,3-d]pyrimidine-5-carboxylate), TEA, CN(C/C=C(/C(=O)[O-])\C)C.[Li+] (lithium (2E)-4-(dimethylamino)-2-methylbut-2-enoate), CCCP1(=O)OP(=O)(OP(=O)(O1)CCC)CCC (1-propanephosphonic acid cyclic anhydride). Solvent: O1CCCC1 (tetrahydrofuran). Run at temperature 25 celsius, time 8 hour. Product: CN(C/C=C(/C(=O)NC=1C=C(C=CC1)C=1C2=C(N=CN1)NC=C2C(=O)OCC)\C)C (Ethyl 4-(3-{[(2E)-4-(dimethylamino)-2-methylbut-2-enoyl]amino}phenyl)-7H-pyrrolo[2,3-d]pyrimidine-5-carboxylate). RXN SMILES: [NH2:1][C:2]1[CH:3]=[C:4]([C:8]2[C:9]3[C:16]([C:17]([O:19][CH2:20][CH3:21])=[O:18])=[CH:15][NH:14][C:10]=3[N:11]=[CH:12][N:13]=2)[CH:5]=[CH:6][CH:7]=1.[CH3:22][N:23]([CH3:31])[CH2:24]/[CH:25]=[C:26](\[CH3:30])/[C:27]([O-])=[O:28].[Li+].CCCP1(OP(CCC)(=O)OP(CCC)(=O)O1)=O>O1CCCC1>[CH3:22][N:23]([CH3:31])[CH2:24]/[CH:25]=[C:26](\[CH3:30])/[C:27]([NH:1][C:2]1[CH:3]=[C:4]([C:8]2[C:9]3[C:16]([C:17]([O:19][CH2:20][CH3:21])=[O:18])=[CH:15][NH:14][C:10]=3[N:11]=[CH:12][N:13]=2)[CH:5]=[CH:6][CH:7]=1)=[O:28] |f:1.2|. Procedure details: To ethyl 4-(3-aminophenyl)-7H-pyrrolo[2,3-d]pyrimidine-5-carboxylate (100 mg, 0.354 mmol) was added tetrahydrofuran (3.54 mL), TEA (74 μl, 0.53 mmol), lithium (2E)-4-(dimethylamino)-2-methylbut-2-enoate (137 mg, 0.920 mmol) and 1-propanephosphonic acid cyclic anhydride (211 μL, 0.354 mmol). The reaction was stirred at 25° C. overnight and then extracted from aqueous sodium hydrogen carbonate (5%) using ethyl acetate (×3). The organic layers were combined and dried with Na2SO4, filtered, and evap... Reactants: [Li]CCCC, Brc1ccc(OCc2ccccc2)nc1, CN(C)C=O, CCOC(C)=O, C1CCOC1, O. Product: O=Cc1ccc(OCc2ccccc2)nc1. As a reaction SMILES: [CH2:16]([Li:17])[CH2:18][CH2:19][CH3:20].[CH2:1]([c:2]1[cH:3][cH:4][cH:5][cH:6][cH:7]1)[O:8][c:9]1[n:10][cH:11][c:12]([Br:15])[cH:13][cH:14]1.[CH3:21][N:22]([CH:23]=[O:24])[CH3:25].[CH3:32][CH2:33][O:34][C:35](=[O:36])[CH3:37].[O:27]1[CH2:28][CH2:29][CH2:30][CH2:31]1.[OH2:26]>>[CH2:1]([c:2]1[cH:3][cH:4][cH:5][cH:6][cH:7]1)[O:8][c:9]1[n:10][cH:11][c:12]([CH:23]=[O:24])[cH:13][cH:14]1. Reactants: C1(CCCC1)CC(C(=O)O)N1N=CC(=CC1=O)OC1=CC=CC=2CC(OC21)(C)C (3-cyclopentyl-2-[4-(2,2-dimethyl-2,3-dihydro-benzofuran-7-yloxy)-6-oxo-6H-pyridazin-1-yl]-propionic acid), NC1=NN(C=C1)CC(C)(O)C (1-(3-amino-pyrazol-1-yl)-2-methyl-propan-2-ol), C1(CCCC1)CC(C(=O)O)N1N=CC(=CC1=O)OC1=CC=CC=2CC(OC21)(C)C (3-cyclopentyl-2-[4-(2,2-dimethyl-2,3-dihydro-benzofuran-7-yloxy)-6-oxo-6H-pyridazin-1-yl]-propionic acid), NC1=NN(C=C1)CC(C)(O)C (1-(3-amino-pyrazol-1-yl)-2-methyl-propan-2-ol). Product: C1(CCCC1)CC(C(=O)NC1=NN(C=C1)CC(C)(C)O)N1N=CC(=CC1=O)OC1=CC=CC=2CC(OC21)(C)C (3-cyclopentyl-2-[4-(2,2-dimethyl-2,3-dihydro-benzofuran-7-yloxy)-6-oxo-6H-pyridazin-1-yl]-N-[1-(2-hydroxy-2-methyl-propyl)-1H-pyrazol-3-yl]-propionamide). Isolated yield 84.0%. As a reaction SMILES: [CH:1]1([CH2:6][CH:7]([N:11]2[C:16](=[O:17])[CH:15]=[C:14]([O:18][C:19]3[C:27]4[O:26][C:25]([CH3:29])([CH3:28])[CH2:24][C:23]=4[CH:22]=[CH:21][CH:20]=3)[CH:13]=[N:12]2)[C:8](O)=[O:9])[CH2:5][CH2:4][CH2:3][CH2:2]1.[NH2:30][C:31]1[CH:35]=[CH:34][N:33]([CH2:36][C:37]([CH3:40])([OH:39])[CH3:38])[N:32]=1>>[CH:1]1([CH2:6][CH:7]([N:11]2[C:16](=[O:17])[CH:15]=[C:14]([O:18][C:19]3[C:27]4[O:26][C:25]([CH3:28])([CH3:29])[CH2:24][C:23]=4[CH:22]=[CH:21][CH:20]=3)[CH:13]=[N:12]2)[C:8]([NH:30][C:31]2[CH:35]=[CH:34][N:33]([CH2:36][C:37]([OH:39])([CH3:38])[CH3:40])[N:32]=2)=[O:9])[CH2:2][CH2:3][CH2:4][CH2:5]1. Procedure details: Using the method described in Example 49, 3-cyclopentyl-2-[4-(2,2-dimethyl-2,3-dihydro-benzofuran-7-yloxy)-6-oxo-6H-pyridazin-1-yl]-propionic acid (Intermediate 67) and 1-(3-amino-pyrazol-1-yl)-2-methyl-propan-2-ol (Intermediate 1) afforded 3-cyclopentyl-2-[4-(2,2-dimethyl-2,3-dihydro-benzofuran-7-yloxy)-6-oxo-6H-pyridazin-1-yl]-N-[1-(2-hydroxy-2-methyl-propyl)-1H-pyrazol-3-yl]-propionamide as a white solid (1.13 g, 84%); ES+-HRMS m/e calcd for C29H37N5O5 [M+H+] 536.2868 found 536.2866. 1H NMR (... Reactants: CCO, [Cl-], O=[N+]([O-])c1ccc(Cl)nc1, [K+], [NH4+], [OH-]. The product is CCOc1ccc([N+](=O)[O-])cn1. As a reaction SMILES: [CH3:13][CH2:14][OH:15].[Cl-:16].[Cl:1][c:2]1[n:3][cH:4][c:5]([N+:8](=[O:9])[O-:10])[cH:6][cH:7]1.[K+:12].[NH4+:17].[OH-:11]>>[c:2]1([O:15][CH2:14][CH3:13])[n:3][cH:4][c:5]([N+:8](=[O:9])[O-:10])[cH:6][cH:7]1. Reactants: CC(C)c1ccc2c(c1)OCc1ccc(Br)cc1C2=O, [C-]#N, CN(C)C=O, ClC(Cl)Cl, N#C[Na], O. The product is CC(C)c1ccc2c(c1)OCc1ccc(C(=O)O)cc1C2=O. Reaction SMILES: [Br:1][c:2]1[cH:3][cH:4][c:5]2[c:6]([cH:20]1)[C:7](=[O:19])[c:8]1[c:9]([cH:12][c:13]([CH:16]([CH3:17])[CH3:18])[cH:14][cH:15]1)[O:10][CH2:11]2.[C-:21]#[N:22].[CH3:23][N:24]([CH:25]=[O:26])[CH3:27].[CH:32]([Cl:33])([Cl:34])[Cl:35].[Na:28][C:29]#[N:30].[OH2:31]>>[c:2]1([C:25]([OH:26])=[O:31])[cH:3][cH:4][c:5]2[c:6]([cH:20]1)[C:7](=[O:19])[c:8]1[c:9]([cH:12][c:13]([CH:16]([CH3:17])[CH3:18])[cH:14][cH:15]1)[O:10][CH2:11]2.